Dataset: the Open Reaction Database (ORD), a public repository of structured organic reaction records. Task: describe an organic reaction: reactants, conditions, products, and yield The reactants are C1(=CC=CC=C1)P(=O)(C1=CC=CC=C1)N=[N+]=[N-] (diphenylphosphoryl azide), C(=O)N1CCNCC1 (N-formylpiperazine), C(Cl)Cl (methylene chloride), ClC=1C=C(C=CC1)C(=CC(=O)O)C1=CC(=CC=C1)Cl (3,3-bis(3-chlorophenyl)acrylic acid). Solvent: C(C)N(CC)CC (triethylamine). Reaction conditions: time 18 hour. Product: ClC=1C=C(C=CC1)C(=CC(=O)N1CCNCC1)C1=CC(=CC=C1)Cl (1-[3,3-Bis(3-chlorophenyl)acryloyl]piperazine). As a reaction SMILES: C1(P(N=[N+]=[N-])(C2C=CC=CC=2)=O)C=CC=CC=1.[CH:18]([N:20]1[CH2:25][CH2:24][NH:23][CH2:22][CH2:21]1)=[O:19].C(Cl)Cl.[Cl:29][C:30]1[CH:31]=[C:32]([C:36]([C:41]2[CH:46]=[CH:45][CH:44]=[C:43]([Cl:47])[CH:42]=2)=[CH:37]C(O)=O)[CH:33]=[CH:34][CH:35]=1>C(N(CC)CC)C>[Cl:29][C:30]1[CH:31]=[C:32]([C:36]([C:41]2[CH:46]=[CH:45][CH:44]=[C:43]([Cl:47])[CH:42]=2)=[CH:37][C:18]([N:20]2[CH2:25][CH2:24][NH:23][CH2:22][CH2:21]2)=[O:19])[CH:33]=[CH:34][CH:35]=1. Procedure details: 5.51 ml of diphenylphosphoryl azide and 1.93 ml of N-formylpiperazine were added, in that order, to 100 ml of a methylene chloride solution containing 5.00 g of 3,3-bis(3-chlorophenyl)acrylic acid (prepared as described in Preparation 110) and 4.75 ml of triethylamine. The reaction mixture was then stirred at room temperature for 18 hours, after which it was washed with a saturated aqueous solution of sodium bicarbonate and then with water. It was then dried over anhydrous sodium sulfate and the... The reactants are C(C)(=O)OCC (ethyl acetate), C(#N)C1=C(NN=C1)N (4-cyano-2H-pyrazol-3-ylamine), CN(C=CC(=O)C=1C=C(C=CC1)N(S(=O)(=O)C1=CC=CC=C1)CC)C (N-[3-[3-(dimethylamino)-1-oxo-2-propenyl]phenyl]-N-ethyl-benzenesulfonamide). The solvent is C(C)(=O)O (acetic acid). Product: C(#N)C=1C=NN2C1N=CC=C2C=2C=C(C=CC2)N(S(=O)(=O)C2=CC=CC=C2)CC (N-[3-(3-cyano-pyrazolo[1,5-a]pyrimidin-7-yl)-phenyl]-N-ethyl-benzenesulfonamide). Isolated yield 46.7%. Reaction SMILES: [C:1]([C:3]1[CH:7]=[N:6][NH:5][C:4]=1[NH2:8])#[N:2].CN(C)[CH:11]=[CH:12][C:13]([C:15]1[CH:16]=[C:17]([N:21]([CH2:31][CH3:32])[S:22]([C:25]2[CH:30]=[CH:29][CH:28]=[CH:27][CH:26]=2)(=[O:24])=[O:23])[CH:18]=[CH:19][CH:20]=1)=O.C(OCC)(=O)C>C(O)(=O)C>[C:1]([C:3]1[CH:7]=[N:6][N:5]2[C:13]([C:15]3[CH:16]=[C:17]([N:21]([CH2:31][CH3:32])[S:22]([C:25]4[CH:30]=[CH:29][CH:28]=[CH:27][CH:26]=4)(=[O:24])=[O:23])[CH:18]=[CH:19][CH:20]=3)=[CH:12][CH:11]=[N:8][C:4]=12)#[N:2]. Procedure: A mixture of 0.15 g (1.38 mmol) of 4-cyano-2H-pyrazol-3-ylamine and 0.50 g (1.38 mmol) of N-[3-[3-(dimethylamino)-1-oxo-2-propenyl]phenyl]-N-ethyl-benzenesulfonamide in 10 ml of glacial acetic acid was refluxed for 8 hours and then the solvent was removed by reduced pressure distillation. To the resulting residue were added 10 ml of dichloromethane and 10 ml of saturated sodium bicarbonate solution. The two layers were separated, and the aqueous layer was washed with 10 ml of dichloromethane. Th... Reactants: COC(=O)CCC(=O)Cl, C1CCOC1, CCN(C(C)C)C(C)C, CC(C)(C)OC(=O)Nc1cccc(C(=N)NO)c1. Product: COC(=O)CCC(=O)ONC(=N)c1cccc(NC(=O)OC(C)(C)C)c1. Reaction SMILES: [C:28](=[O:29])([O:30][CH3:31])[CH2:32][CH2:33][C:34](=[O:35])[Cl:36].[CH2:37]1[O:38][CH2:39][CH2:40][CH2:41]1.[CH:19]([N:20]([CH:21]([CH3:22])[CH3:23])[CH2:24][CH3:25])([CH3:26])[CH3:27].[OH:1][NH:2][C:3](=[NH:4])[c:5]1[cH:6][c:7]([NH:11][C:12]([O:13][C:14]([CH3:15])([CH3:16])[CH3:17])=[O:18])[cH:8][cH:9][cH:10]1>>[O:1]([NH:2][C:3](=[NH:4])[c:5]1[cH:6][c:7]([NH:11][C:12]([O:13][C:14]([CH3:15])([CH3:16])[CH3:17])=[O:18])[cH:8][cH:9][cH:10]1)[C:34]([CH2:33][CH2:32][C:28](=[O:29])[O:30][CH3:31])=[O:35]. Starting materials: O (water), OC1=C(C(=O)OC)C=C(C(=C1C)C)B1OC(C(O1)(C)C)(C)C (methyl 2-hydroxy-3,4-dimethyl-5-(4,4,5,5-tetramethyl-1,3,2-dioxaborolan-2-yl)benzoate), BrCC1=CC=C(C=C1)N1N=CC=C1 (1-(4-(bromomethyl)phenyl)-1H-pyrazole), C([O-])([O-])=O.[Na+].[Na+] (sodium carbonate). The reagents and catalysts are C1=CC=C(C=C1)P([C-]2C=CC=C2)C3=CC=CC=C3.C1=CC=C(C=C1)P([C-]2C=CC=C2)C3=CC=CC=C3.Cl[Pd]Cl.[Fe+2].ClCCl ([1,1′-bis(diphenylphosphino)ferrocene]dichloropalladium(II) dichloromethane). Run in C(C)(=O)OCC (ethyl acetate), COCCOC (DME). Conditions: temperature 80 celsius, time 8 hour. The product is N1(N=CC=C1)C1=CC=C(CC=2C(=C(C(=C(C(=O)OC)C2)O)C)C)C=C1 (methyl 5-(4-(1H-pyrazol-1-yl)benzyl)-2-hydroxy-3,4-dimethylbenzoate). The yield is 81.9%. Reaction SMILES: [OH:1][C:2]1[C:11]([CH3:12])=[C:10]([CH3:13])[C:9](B2OC(C)(C)C(C)(C)O2)=[CH:8][C:3]=1[C:4]([O:6][CH3:7])=[O:5].Br[CH2:24][C:25]1[CH:30]=[CH:29][C:28]([N:31]2[CH:35]=[CH:34][CH:33]=[N:32]2)=[CH:27][CH:26]=1.C(=O)([O-])[O-].[Na+].[Na+].O>COCCOC.C1C=CC(P(C2C=CC=CC=2)[C-]2C=CC=C2)=CC=1.C1C=CC(P(C2C=CC=CC=2)[C-]2C=CC=C2)=CC=1.Cl[Pd]Cl.[Fe+2].ClCCl.C(OCC)(=O)C>[N:31]1([C:28]2[CH:29]=[CH:30][C:25]([CH2:24][C:9]3[C:10]([CH3:13])=[C:11]([CH3:12])[C:2]([OH:1])=[C:3]([CH:8]=3)[C:4]([O:6][CH3:7])=[O:5])=[CH:26][CH:27]=2)[CH:35]=[CH:34][CH:33]=[N:32]1 |f:2.3.4,7.8.9.10.11|. Procedure: To a solution of methyl 2-hydroxy-3,4-dimethyl-5-(4,4,5,5-tetramethyl-1,3,2-dioxaborolan-2-yl)benzoate (0.60 g) in DME (12.0 mL) were added 1-(4-(bromomethyl)phenyl)-1H-pyrazole (0.51 g), [1,1′-bis(diphenylphosphino)ferrocene]dichloropalladium(II) dichloromethane adduct (0.08 g) and 2 mol/L aqueous sodium carbonate solution (1.96 mL), and the mixture was stirred overnight at 80° C. under argon atmosphere. The reaction mixture was allowed to be cooled to room temperature, water and ethyl acetate ... Reactants: Cl.C(CCCC)(OCC)=N (ethyl pentanimidoate hydrochloride), NC=1C=C(C(=O)OC)C=CC1N (methyl 3,4-diaminobenzoate). Solvent: O1CCCC1 (tetrahydrofuran). Run at temperature 90 celsius, time 30 minute. The product is C(CCC)C1=NC2=C(N1)C=CC(=C2)C(=O)OC (Methyl 2-butyl-1H-benzimidazole-5-carboxylate). The yield is 128.8%. Reaction SMILES: Cl.[C:2](=N)(OCC)[CH2:3][CH2:4][CH2:5][CH3:6].[NH2:11][C:12]1[CH:13]=[C:14]([CH:19]=[CH:20][C:21]=1[NH2:22])[C:15]([O:17][CH3:18])=[O:16]>O1CCCC1>[CH2:3]([C:2]1[NH:22][C:21]2[CH:20]=[CH:19][C:14]([C:15]([O:17][CH3:18])=[O:16])=[CH:13][C:12]=2[N:11]=1)[CH2:4][CH2:5][CH3:6] |f:0.1|. Procedure: 5.47 g of ethyl pentanimidoate hydrochloride (J.A.C.S., Vol. 64, p. 1827 (1942)) were added to a solution of 5 g of methyl 3,4-diaminobenzoate in 60 ml of tetrahydrofuran, and the mixture was stirred for 3 hours and 30 minutes at 90° C. The tetrahydrofuran was evaporated off and 50 ml of a saturated solution of sodium bicarbonate were added. The mixture was extracted with methylene chloride and the extracts were washed with water, dried and evaporated to dryness under reduced pressure to obtain ... Reactants: OC=1C(=NC=2C=CC3=C(C2N1)N=CC=C3)O (2,3-dihydroxy-pyrido(2,3-f)quinoxaline), [N+](=O)([O-])[O-].[K+] (potassium nitrate), ice water. Solvent: S(O)(O)(=O)=O (sulfuric acid). Reaction conditions: time 0.5 hour. Yields the product OC=1C(=NC=2C=C(C3=C(C2N1)N=CC=C3)[N+](=O)[O-])O (2,3-dihydroxy-6-nitropyrido-(2,3-f)quinoxaline). Yield: 70.0%. Reaction SMILES: [OH:1][C:2]1[C:3]([OH:16])=[N:4][C:5]2[CH:6]=[CH:7][C:8]3[CH:15]=[CH:14][CH:13]=[N:12][C:9]=3[C:10]=2[N:11]=1.[N+:17]([O-])([O-:19])=[O:18].[K+]>S(=O)(=O)(O)O>[OH:1][C:2]1[C:3]([OH:16])=[N:4][C:5]2[CH:6]=[C:7]([N+:17]([O-:19])=[O:18])[C:8]3[CH:15]=[CH:14][CH:13]=[N:12][C:9]=3[C:10]=2[N:11]=1 |f:1.2|. Procedure details: A solution of 500 mg (2,35 mmol) 2,3-dihydroxy-pyrido(2,3-f)quinoxaline in 25 ml sulfuric acid (95-97%) was ice-cooled, and 238 mg (2,35 mmol) potassium nitrate was added. Stirring was continued at 0° C. for 1/2 h and then at 25° C. for 4 h. The reaction mixture was poured into 100 ml ice-water. The precipitate was filtered off and washed with water. The crude product was recrystallized (dimethyl formamide - water) to give 425 mg (70%) of pure 2,3-dihydroxy-6-nitropyrido-(2,3-f)quinoxaline, m.p.... The reactants are CCOC(C)O, CN(C)c1cccc(N)c1, COc1ccc(OC)c2c(Cl)c(C#N)cnc12, Cl, Cl, c1ccncc1. The product is COc1ccc(OC)c2c(Nc3cccc(N(C)C)c3)c(C#N)cnc12. Reaction SMILES: [CH2:30]([O:31][CH:32]([OH:33])[CH3:34])[CH3:35].[CH3:20][N:21]([c:22]1[cH:23][c:24]([NH2:28])[cH:25][cH:26][cH:27]1)[CH3:29].[Cl:1][c:2]1[c:3]([C:16]#[N:17])[cH:4][n:5][c:6]2[c:7]([O:14][CH3:15])[cH:8][cH:9][c:10]([O:12][CH3:13])[c:11]12.[ClH:18].[ClH:19].[cH:36]1[cH:37][cH:38][n:39][cH:40][cH:41]1>>[c:2]1([NH:28][c:24]2[cH:23][c:22]([N:21]([CH3:20])[CH3:29])[cH:27][cH:26][cH:25]2)[c:3]([C:16]#[N:17])[cH:4][n:5][c:6]2[c:7]([O:14][CH3:15])[cH:8][cH:9][c:10]([O:12][CH3:13])[c:11]12. Reactants: ClC=1C=CC=C2C=C(C=NC12)CC1=CC(=CC=C1)Cl (8-Chloro-3-[(3-chlorophenyl)methyl]quinoline), N1(CCNCC1)C(=O)OC(C)(C)C (1,1-dimethylethyl 1-piperazinecarboxylate), C1(CCCCC1)P(C1=C(C=CC=C1)C1=C(C=CC=C1)N(C)C)C1CCCCC1 (2-dicyclohexylphosphino-2′-(N,N-dimethylamino)biphenyl), CC(C)([O-])C.[Na+] (sodium tert-butoxide). The reagents and catalysts are C=1C=CC(=CC1)/C=C/C(=O)/C=C/C2=CC=CC=C2.C=1C=CC(=CC1)/C=C/C(=O)/C=C/C2=CC=CC=C2.C=1C=CC(=CC1)/C=C/C(=O)/C=C/C2=CC=CC=C2.[Pd].[Pd] (tris(dibenzylideneacetone)dipalladium). Solvent: O1CCOCC1 (1,4-dioxan), ClCCl (dichloromethane). Run at temperature 80 celsius. Yields the product ClC=1C=C(C=CC1)CC=1C=NC2=C(C=CC=C2C1)N1CCN(CC1)C(=O)OC(C)(C)C (1,1-Dimethylethyl 4-{3-[(3-chlorophenyl)methyl]-8-quinolinyl}-1-piperazinecarboxylate). The yield is 52.9%. RXN SMILES: Cl[C:2]1[CH:3]=[CH:4][CH:5]=[C:6]2[C:11]=1[N:10]=[CH:9][C:8]([CH2:12][C:13]1[CH:18]=[CH:17][CH:16]=[C:15]([Cl:19])[CH:14]=1)=[CH:7]2.[N:20]1([C:26]([O:28][C:29]([CH3:32])([CH3:31])[CH3:30])=[O:27])[CH2:25][CH2:24][NH:23][CH2:22][CH2:21]1.C1(P(C2CCCCC2)C2C=CC=CC=2C2C=CC=CC=2N(C)C)CCCCC1.CC(C)([O-])C.[Na+]>O1CCOCC1.ClCCl.C1C=CC(/C=C/C(/C=C/C2C=CC=CC=2)=O)=CC=1.C1C=CC(/C=C/C(/C=C/C2C=CC=CC=2)=O)=CC=1.C1C=CC(/C=C/C(/C=C/C2C=CC=CC=2)=O)=CC=1.[Pd].[Pd]>[Cl:19][C:15]1[CH:14]=[C:13]([CH2:12][C:8]2[CH:9]=[N:10][C:11]3[C:6]([CH:7]=2)=[CH:5][CH:4]=[CH:3][C:2]=3[N:23]2[CH2:22][CH2:21][N:20]([C:26]([O:28][C:29]([CH3:32])([CH3:31])[CH3:30])=[O:27])[CH2:25][CH2:24]2)[CH:18]=[CH:17][CH:16]=1 |f:3.4,7.8.9.10.11|. Reported procedure: A stirred suspension of 8-chloro-3-[(3-chlorophenyl)methyl]quinoline (D3)(0.25 g, 0.87 mmol), 1,1-dimethylethyl 1-piperazinecarboxylate (0.228 g, 1.2 mmol), tris(dibenzylideneacetone)dipalladium (0) (0.025 g, 0.027 mmol), 2-dicyclohexylphosphino-2′-(N,N-dimethylamino)biphenyl (0.03 g, 0.076 mmol) and sodium tert-butoxide (0.118 g, 1.23 mmol) in degassed 1,4-dioxan (3.8 ml) under argon was heated at 80° C. under argon of 18 h. The cooled reaction mixture was diluted with dichloromethane (50 ml) a...